This data is from the Open Reaction Database (ORD), a public repository of structured organic reaction records. The task is: describe an organic reaction: reactants, conditions, products, and yield Reactants: [Si](C)(C)(C(C)(C)C)OCCCOC=1C=C(C2=C(B(OC2CC(=O)OCC)O)C1)C (Ethyl 2-(6-(3-(tert-butyldimethylsilyloxy)propoxy)-1-hydroxy-4-methyl-1,3-dihydrobenzo[c][1,2]oxaborol-3-yl)acetate), C1CCOC1 (THF), O (water). The solvent is C(C)(=O)O (acetic acid). The product is OB1OC(C2=C1C=C(C=C2C)OCCCO)CC(=O)OCC (Ethyl 2-(1-hydroxy-6-(3-hydroxypropoxy)-4-methyl-1,3-dihydrobenzo[c][1,2]oxaborol-3-yl)acetate). RXN SMILES: [Si]([O:8][CH2:9][CH2:10][CH2:11][O:12][C:13]1[CH:14]=[C:15]([CH3:29])[C:16]2[CH:20]([CH2:21][C:22]([O:24][CH2:25][CH3:26])=[O:23])[O:19][B:18]([OH:27])[C:17]=2[CH:28]=1)(C(C)(C)C)(C)C.C1COCC1.O>C(O)(=O)C>[OH:27][B:18]1[C:17]2[CH:28]=[C:13]([O:12][CH2:11][CH2:10][CH2:9][OH:8])[CH:14]=[C:15]([CH3:29])[C:16]=2[CH:20]([CH2:21][C:22]([O:24][CH2:25][CH3:26])=[O:23])[O:19]1. Procedure: Ethyl 2-(6-(3-(tert-butyldimethylsilyloxy)propoxy)-1-hydroxy-4-methyl-1,3-dihydrobenzo[c][1,2]oxaborol-3-yl)acetate was treated with a mixture of THF:water:acetic acid (ratio 1:1:2) at 55° C. for 1.5 hours. The solvent was then removed under reduced pressure and the resulting residue was dried under vacuum overnight and used directly in next step without further purification. The reactants are CC(=O)Cl, CN(Cc1ccncc1)C(=O)Nc1ccc(N)cc1, O, c1ccncc1. The product is CC(=O)Nc1ccc(NC(=O)N(C)Cc2ccncc2)cc1. RXN SMILES: [CH3:26][C:27]([Cl:28])=[O:29].[NH2:1][c:2]1[cH:3][cH:4][c:5]([NH:8][C:9](=[O:10])[N:11]([CH2:12][c:13]2[cH:14][cH:15][n:16][cH:17][cH:18]2)[CH3:19])[cH:6][cH:7]1.[OH2:30].[cH:20]1[cH:21][cH:22][n:23][cH:24][cH:25]1>>[NH:1]([c:2]1[cH:3][cH:4][c:5]([NH:8][C:9](=[O:10])[N:11]([CH2:12][c:13]2[cH:14][cH:15][n:16][cH:17][cH:18]2)[CH3:19])[cH:6][cH:7]1)[C:27]([CH3:26])=[O:29]. The reactants are OCCCCCCOC=1C=C(C=CC1)C1=CC=CC(=N1)C(=O)OC (Methyl 6-(3-(6-hydroxyhexyloxy)phenyl)picolinate), ClC(Cl)(OC(OC(Cl)(Cl)Cl)=O)Cl (triphosgene), CCN(C(C)C)C(C)C (DIEA). The solvent is C(C)(=O)OCC (ethyl acetate), C(C)(=O)OCC (ethyl acetate). Run at time 30 minute. Yields the product ClC(=O)OCCCCCCOC=1C=C(C=CC1)C1=CC=CC(=N1)C(=O)OC (Methyl 6-(3-(6-(chlorocarbonyloxy)hexyloxy)phenyl)picolinate). As a reaction SMILES: [OH:1][CH2:2][CH2:3][CH2:4][CH2:5][CH2:6][CH2:7][O:8][C:9]1[CH:10]=[C:11]([C:15]2[N:20]=[C:19]([C:21]([O:23][CH3:24])=[O:22])[CH:18]=[CH:17][CH:16]=2)[CH:12]=[CH:13][CH:14]=1.[Cl:25][C:26](Cl)([O:28]C(=O)OC(Cl)(Cl)Cl)Cl.CCN(C(C)C)C(C)C>C(OCC)(=O)C>[Cl:25][C:26]([O:1][CH2:2][CH2:3][CH2:4][CH2:5][CH2:6][CH2:7][O:8][C:9]1[CH:10]=[C:11]([C:15]2[N:20]=[C:19]([C:21]([O:23][CH3:24])=[O:22])[CH:18]=[CH:17][CH:16]=2)[CH:12]=[CH:13][CH:14]=1)=[O:28]. Reported procedure: To a solution of methyl 6-(3-(6-hydroxyhexyloxy)phenyl)picolinate (13), (33 mg, 0.10 mmol, 1 eq.) in ethyl acetate (1 mL) was added triphosgene (14 mg, 0.047 mmol, 1.4 eq) dissolved in a minimum amount of ethyl acetate, followed immediately by DIEA (26 μL, 20 mg, 0.15 mmol, 1.5 eq). The mixture was stirred at room temperature for 30 min, the precipitated DIEA hydrochloride was filtered off, and the filtrate evaporated to dryness in vacuo. The oily residue of crude 14 was used directly for the ne... Starting materials: CC1(OB(OC1(C)C)C1=CC=C(N)C=C1)C (4-(4,4,5,5-Tetramethyl-1,3,2-dioxaborolan-2-yl)aniline), C(O)([O-])=O.[Na+] (sodium hydrogen carbonate), O (water), C(C)(C)(C)O[C@H](C(=O)OC)C=1C(=C2C(=NC1C)SC1=C2CCCC1)I ((S)-methyl 2-(tert-butoxy)-2-(4-iodo-2-methyl-5,6,7,8-tetrahydrobenzo[4,5]thieno[2,3-b]pyridin-3-yl)acetate). Reagents/catalysts: CC(C)([P](C(C)(C)C)([Pd][P](C(C)(C)C)(C(C)(C)C)C(C)(C)C)C(C)(C)C)C (bis(tri-tert-butylphosphine)palladium(0)). Solvent: CN(C(C)=O)C (N,N-dimethylacetamide). Reaction conditions: temperature 100 celsius. Yields the product NC1=CC=C(C=C1)C1=C2C(=NC(=C1[C@@H](C(=O)OC)OC(C)(C)C)C)SC1=C2CCCC1 ((S)-methyl 2-(4-(4-aminophenyl)-2-methyl-5,6,7,8-tetrahydrobenzo[4,5]thieno[2,3-b]pyridin-3-yl)-2-(tert-butoxy)acetate). The yield is 61.9%. Reaction SMILES: CC1(C)C(C)(C)OB([C:9]2[CH:15]=[CH:14][C:12]([NH2:13])=[CH:11][CH:10]=2)O1.C(=O)([O-])O.[Na+].O.[C:23]([O:27][C@@H:28]([C:33]1[C:34](I)=[C:35]2[C:42]3[CH2:43][CH2:44][CH2:45][CH2:46][C:41]=3[S:40][C:36]2=[N:37][C:38]=1[CH3:39])[C:29]([O:31][CH3:32])=[O:30])([CH3:26])([CH3:25])[CH3:24]>CN(C)C(=O)C.CC(C)([P](C(C)(C)C)([Pd][P](C(C)(C)C)(C(C)(C)C)C(C)(C)C)C(C)(C)C)C>[NH2:13][C:12]1[CH:11]=[CH:10][C:9]([C:34]2[C:33]([C@H:28]([O:27][C:23]([CH3:26])([CH3:24])[CH3:25])[C:29]([O:31][CH3:32])=[O:30])=[C:38]([CH3:39])[N:37]=[C:36]3[S:40][C:41]4[CH2:46][CH2:45][CH2:44][CH2:43][C:42]=4[C:35]=23)=[CH:15][CH:14]=1 |f:1.2,^1:56,62|. Procedure: 4-(4,4,5,5-Tetramethyl-1,3,2-dioxaborolan-2-yl)aniline (140 mg, 0.63 mmol), sodium hydrogen carbonate (178 mg, 2.1 mmol) and water (200 μL) were added to a stirred solution of (S)-methyl 2-(tert-butoxy)-2-(4-iodo-2-methyl-5,6,7,8-tetrahydrobenzo[4,5]thieno[2,3-b]pyridin-3-yl)acetate (200 mg, 0.42 mmol) in N,N-dimethylacetamide (4 mL) in a reaction tube. The reaction mixture was degassed with argon for 2 minutes, then bis(tri-tert-butylphosphine)palladium(0) (22 mg, 42 μmol) was added and the ves...